This data is from the Open Reaction Database (ORD), a public repository of structured organic reaction records. The task is: describe an organic reaction: reactants, conditions, products, and yield Reactants: COC1=CC=C(CO)C=C1 (4-Methoxybenzyl alcohol), C([O-])([O-])=O.[Cs+].[Cs+] (cesium carbonate), FC1=C(C#N)C(=CC=C1)F (2,6-difluorobenzonitrile). Run in CN(C=O)C (N,N-dimethylformamide). Run at time 15 hour. Product: FC1=C(C#N)C(=CC=C1)OCC1=CC=C(C=C1)OC (2-fluoro-6-[(4-methoxybenzyl)oxy]benzonitrile). Isolated yield 70.9%. As a reaction SMILES: [CH3:1][O:2][C:3]1[CH:10]=[CH:9][C:6]([CH2:7][OH:8])=[CH:5][CH:4]=1.C(=O)([O-])[O-].[Cs+].[Cs+].[F:17][C:18]1[CH:25]=[CH:24][CH:23]=[C:22](F)[C:19]=1[C:20]#[N:21]>CN(C)C=O>[F:17][C:18]1[CH:25]=[CH:24][CH:23]=[C:22]([O:8][CH2:7][C:6]2[CH:9]=[CH:10][C:3]([O:2][CH3:1])=[CH:4][CH:5]=2)[C:19]=1[C:20]#[N:21] |f:1.2.3|. Procedure: 4-Methoxybenzyl alcohol (5.0 g) and cesium carbonate (8.3 g) were added to an N,N-dimethylformamide (0.5 L) solution of 2,6-difluorobenzonitrile (7.0 g), and stirred for 15 hours. The reaction solution was evaporated under reduced pressure, water (50 mL) was added to the residue, extracted with ethyl acetate, dried with sodium sulfate, and concentrated under reduced pressure. The crude product was purified through silica gel column chromatography (hexane/ethyl acetate) to give the title compound... Reactants: C(C)(C)(C)OC(N(C)[C@H](CC1=CC2=CC=CC=C2C=C1)C(N(C)[C@H](CC1=CC=CC=C1)C(N(C)C)=O)=O)=O (N-((1R)-1-(N-((1R)-1-(dimethylcarbamoyl)-2-phenylethyl)-N-methylcarbamoyl)-2-(2-naphthyl)ethyl)-N-methylcarbamic acid tert-butylester), C([O-])(O)=O.[Na+] (sodium bicarbonate). Run in FC(C(=O)O)(F)F.ClCCl (trifluoroacetic acid dichloromethane). The product is CN(C(=O)[C@@H](CC1=CC=CC=C1)N(C([C@@H](CC1=CC2=CC=CC=C2C=C1)NC)=O)C)C ((2R)-N-((1R)-1-dimethylcarbamoyl-2-phenylethyl)-N-methyl-2-methylamino-3-(2-naphthyl)propionamide). Isolated yield 78.6%. Reaction SMILES: C(O[C:6](=O)[N:7]([C@@H:9]([C:21](=[O:37])[N:22]([C@@H:24]([C:32](=[O:36])[N:33]([CH3:35])[CH3:34])[CH2:25][C:26]1[CH:31]=[CH:30][CH:29]=[CH:28][CH:27]=1)[CH3:23])[CH2:10][C:11]1[CH:20]=[CH:19][C:18]2[C:13](=[CH:14][CH:15]=[CH:16][CH:17]=2)[CH:12]=1)C)(C)(C)C.C(=O)(O)[O-].[Na+]>FC(F)(F)C(O)=O.ClCCl>[CH3:35][N:33]([CH3:34])[C:32]([C@H:24]([N:22]([CH3:23])[C:21](=[O:37])[C@H:9]([NH:7][CH3:6])[CH2:10][C:11]1[CH:20]=[CH:19][C:18]2[C:13](=[CH:14][CH:15]=[CH:16][CH:17]=2)[CH:12]=1)[CH2:25][C:26]1[CH:31]=[CH:30][CH:29]=[CH:28][CH:27]=1)=[O:36] |f:1.2,3.4|. Reported procedure: A solution of N-((1R)-1-(N-((1R)-1-(dimethylcarbamoyl)-2-phenylethyl)-N-methylcarbamoyl)-2-(2-naphthyl)ethyl)-N-methylcarbamic acid tert-butylester (6.6 g, 12.8 mmol) in 50% trifluoroacetic acid/dichloromethane (15 ml) was stirred for 10 min. Then saturated sodium bicarbonate was added until pH 8 and the organic phase was separated. The aqueous phase was extracted with dichloromethane (2×20 ml) and the combined organic phases were washed with brine (10 ml), dried over magnesium sulfate and conce... Starting materials: C(C)(C)NC(C)C (Diisopropylamine), C(C)N1C=C(C2=CC=C(C=C12)OC)C#N (1-ethyl-6-methoxy-1H-indole-3-carbonitrile), bis(indole)zinc, C(CCC)[Li] (n-Butyllithium), COC1=CC=C2C(=CN(C2=C1)CCC)C#N (6-methoxy-1-propyl-1H-indole-3-carbonitrile), IC1=CC=C(N)C=C1 (4-iodoaniline), C1(=CC=CC=C1)P(C1=CC=CC=C1)C1=CC=CC=C1 (triphenylphosphine). The reagents and catalysts are C=1C=CC(=CC1)/C=C/C(=O)/C=C/C2=CC=CC=C2.C=1C=CC(=CC1)/C=C/C(=O)/C=C/C2=CC=CC=C2.C=1C=CC(=CC1)/C=C/C(=O)/C=C/C2=CC=CC=C2.[Pd].[Pd] (Pd2(dba)3), [Cl-].[Cl-].[Zn+2] (ZnCl2), [Cl-].[Zn+2].[Cl-] (zinc chloride). The solvent is C1CCOC1 (THF), C1CCOC1 (THF). Conditions: time 15 minute. Product: NC1=CC=C(C=C1)C=1N(C2=CC(=CC=C2C1C#N)OC)CCC (2-(4-aminophenyl)-6-methoxy-1-propyl-1H-indole-3-carbonitrile). Reaction SMILES: C(NC(C)C)(C)C.C([Li])CCC.[CH3:13][O:14][C:15]1[CH:23]=[C:22]2[C:18]([C:19]([C:27]#[N:28])=[CH:20][N:21]2[CH2:24][CH2:25][CH3:26])=[CH:17][CH:16]=1.C([N:31]1[C:39]2[C:34](=[CH:35][CH:36]=[C:37](OC)[CH:38]=2)C(C#N)=C1)C.IC1C=CC(N)=CC=1.C1(P(C2C=CC=CC=2)C2C=CC=CC=2)C=CC=CC=1>[Cl-].[Cl-].[Zn+2].C1C=CC(/C=C/C(/C=C/C2C=CC=CC=2)=O)=CC=1.C1C=CC(/C=C/C(/C=C/C2C=CC=CC=2)=O)=CC=1.C1C=CC(/C=C/C(/C=C/C2C=CC=CC=2)=O)=CC=1.[Pd].[Pd].C1COCC1>[NH2:31][C:39]1[CH:34]=[CH:35][C:36]([C:20]2[N:21]([CH2:24][CH2:25][CH3:26])[C:22]3[C:18]([C:19]=2[C:27]#[N:28])=[CH:17][CH:16]=[C:15]([O:14][CH3:13])[CH:23]=3)=[CH:37][CH:38]=1 |f:6.7.8,9.10.11.12.13|. Procedure details: A nitrogen-purged flask fitted with a septum and a nitrogen needle is charged with dry THF (all additions performed by syringe) (20 mL). Diisopropylamine (Aldrich Sure-Seal, 2.00 mL, 14.3 mmol) is added, and the solution is cooled to 0° C. n-Butyllithium (8.50 mL of 1.6 M solution in hexane, 13.6 mmol) is added slowly. The flask is allowed to warm to room temperature briefly, and then is cooled to −78° C. A concentrated THF solution of 6-methoxy-1-propyl-1H-indole-3-carbonitrile (2.77 g, 12.9 mm... The reactants are C([O-])(O)=O.[Na+] (sodium bicarbonate), BrC=1C=NC(=C(C(=O)O)C1)Cl (5-bromo-2-chloro-nicotinic acid), Cl (hydrochloric acid), CC1=C(N)C=CC=C1C(F)(F)F (2-methyl-3-trifluoromethyl aniline), C1(=CC=CC=C1)O (phenol). Run in CCOCC (ether), [OH-].[Na+] (sodium hydroxide). Conditions: temperature 170 celsius. The product is BrC=1C=NC(=C(C(=O)O)C1)NC1=C(C(=CC=C1)C(F)(F)F)C (5-bromo-2-(2-methyl-3-trifluoromethylanilino) nicotinic acid). RXN SMILES: [Br:1][C:2]1[CH:3]=[N:4][C:5](Cl)=[C:6]([CH:10]=1)[C:7]([OH:9])=[O:8].[CH3:12][C:13]1[C:19]([C:20]([F:23])([F:22])[F:21])=[CH:18][CH:17]=[CH:16][C:14]=1[NH2:15].C1(O)C=CC=CC=1.C(=O)(O)[O-].[Na+].Cl>[OH-].[Na+].CCOCC>[Br:1][C:2]1[CH:3]=[N:4][C:5]([NH:15][C:14]2[CH:16]=[CH:17][CH:18]=[C:19]([C:20]([F:21])([F:22])[F:23])[C:13]=2[CH3:12])=[C:6]([CH:10]=1)[C:7]([OH:9])=[O:8] |f:3.4,6.7|. Reported procedure: Heat in an oil bath at 170° C. a mixture of 15 g. of 5-bromo-2-chloro-nicotinic acid, 12.2 g. of 2-methyl-3-trifluoromethyl aniline and 60 g. of phenol for three hours. Treat the resulting reaction mixture with ether and 5% sodium bicarbonate solution, concentrate and steam distil to obtain an oily residue. Dissolve the oily residue in dilute sodium hydroxide solution, acidify with dilute hydrochloric acid and filter. Recrystallize the product from methanol to yield 5-bromo-2-(2-methyl-3-trifluo...